Dataset: the Open Reaction Database (ORD), a public repository of structured organic reaction records. Task: describe an organic reaction: reactants, conditions, products, and yield Product: CCN(CC)C(=S)Oc1cc(C(C)C)c2c(c1)S(=O)(=O)NC2=O. Reaction SMILES: [CH2:17]([CH3:18])[N:19]([C:20](=[S:21])[Cl:22])[CH2:23][CH3:24].[CH:1]([CH3:2])([CH3:3])[c:4]1[c:5]2[c:11]([cH:12][c:13]([OH:15])[cH:14]1)[S:8](=[O:9])(=[O:10])[NH:7][C:6]2=[O:16].[O:25]=[CH:26][N:27]([CH3:28])[CH3:29]>>[CH:1]([CH3:2])([CH3:3])[c:4]1[c:5]2[c:11]([cH:12][c:13]([O:15][C:20]([N:19]([CH2:17][CH3:18])[CH2:23][CH3:24])=[S:21])[cH:14]1)[S:8](=[O:9])(=[O:10])[NH:7][C:6]2=[O:16]. The reactants are CCN(CC)C(=S)Cl, CC(C)c1cc(O)cc2c1C(=O)NS2(=O)=O, CN(C)C=O.